From a dataset of the Open Reaction Database (ORD), a public repository of structured organic reaction records. describe an organic reaction: reactants, conditions, products, and yield The reactants are [BH4-].[Na+] (sodium borohydride), [OH-].[Na+] (sodium hydroxide), O1C(=CC2=C1C=CC=C2)C=O (benzofuran-2-carbaldehyde), ClC=1C=C(C=CC1Cl)CCN (2-(3,4-dichloro-phenyl)-ethylamine). Yield: 76.0%. Procedure details: A solution of 150 mg (1.03 mmol) of benzofuran-2-carbaldehyde and 195 mg (1.03 mmol) of 2-(3,4-dichloro-phenyl)-ethylamine in methanol (4 ml) was heated to reflux for 3 h. Then the reaction mixture was allowed to cool to RT and 58 mg (1.54 mmol) of sodium borohydride were added. The mixture was heated to reflux over night. After cooling to RT, 0.1 N sodium hydroxide solution was added and the mixture was extracted with ethyl acetate. The combined organic extracts were washed with brine, dried (M... Solvent: CO (methanol). As a reaction SMILES: [O:1]1[C:5]2[CH:6]=[CH:7][CH:8]=[CH:9][C:4]=2[CH:3]=[C:2]1[CH:10]=O.[Cl:12][C:13]1[CH:14]=[C:15]([CH2:20][CH2:21][NH2:22])[CH:16]=[CH:17][C:18]=1[Cl:19].[BH4-].[Na+].[OH-].[Na+]>CO>[O:1]1[C:5]2[CH:6]=[CH:7][CH:8]=[CH:9][C:4]=2[CH:3]=[C:2]1[CH2:10][NH:22][CH2:21][CH2:20][C:15]1[CH:16]=[CH:17][C:18]([Cl:19])=[C:13]([Cl:12])[CH:14]=1 |f:2.3,4.5|. Yields the product O1C(=CC2=C1C=CC=C2)CNCCC2=CC(=C(C=C2)Cl)Cl (benzofuran-2-ylmethyl-[2-(3,4-dichloro-phenyl)-ethyl]-amine), oil. The reactants are [I-].C[S+](=O)(C)C (trimethylsulfoxonium iodide), [H-].[Na+] (sodium hydride), [Cl-].[NH4+] (ammonium chloride), COC(\C=C\C1CCN(CC1)C(=O)OC(C)(C)C)=O (3-(1-tert-butoxycarbonyl-4-piperidyl)-(E)-acrylic acid methyl ester). Run in CS(=O)C (dimethylsulfoxide). Run at time 10 minute. Product: COC(=O)[C@H]1[C@@H](C1)C1CCN(CC1)C(=O)OC(C)(C)C (2-(1-tert-butoxycarbonyl-4-piperidyl)-(1R*,2S*)-cyclopropane-1-carboxylic acid methyl ester). RXN SMILES: [I-].[CH3:2][S+](C)(C)=O.[H-].[Na+].[CH3:9][O:10][C:11](=[O:27])/[CH:12]=[CH:13]/[CH:14]1[CH2:19][CH2:18][N:17]([C:20]([O:22][C:23]([CH3:26])([CH3:25])[CH3:24])=[O:21])[CH2:16][CH2:15]1.[Cl-].[NH4+]>CS(C)=O>[CH3:9][O:10][C:11]([C@@H:12]1[CH2:2][C@H:13]1[CH:14]1[CH2:19][CH2:18][N:17]([C:20]([O:22][C:23]([CH3:24])([CH3:26])[CH3:25])=[O:21])[CH2:16][CH2:15]1)=[O:27] |f:0.1,2.3,5.6|. Reported procedure: To a solution of trimethylsulfoxonium iodide (1.16 g, 5.25 mmol) in dimethylsulfoxide (10 ml) was added sodium hydride (60% dispersion in oil, 210 mg, 5.25 mmol) under 0° C., and the solution was stirred at room temperature for 10 minutes. To the resulting mixture was added a solution of 3-(1-tert-butoxycarbonyl-4-piperidyl)-(E)-acrylic acid methyl ester (1.37 g, 5.09 mmol) was added dropwise under 0° C., and it was stirred for 1 hour at room temperature and for 2 hours at 50° C. After cooling t... The reactants are Cl.C(C)OC1=C(C=CC=C1)N1CCNCCC1 (1-(2-ethoxyphenyl)-1,4-diazepane hydrochloride), C(=O)([O-])[O-].[K+].[K+] (K2CO3), ClC1=C(C=CC=C1Cl)N1CCN(CCC1)CCCCOC1=CC=C2C=CC(NC2=C1)=O (7-(4-(4-(2,3-dichlorophenyl)-1,4-diazepan-1-yl)butoxy)quinolin-2(1H)-one), [Na+].[I-] (NaI). Solvent: CC#N (CH3CN), O (water). Reaction conditions: time 8 hour. Yields the product C(C)OC1=C(C=CC=C1)N1CCN(CCC1)CCCCOC1=CC=C2CCC(NC2=C1)=O (7-(4-(4-(2-ethoxyphenyl)-1,4-diazepan-1-yl)butoxy)-3,4-dihydroquinolin-2(1H)-one). Yield: 43.4%. RXN SMILES: Cl[C:2]1[C:7](Cl)=[CH:6][CH:5]=[CH:4][C:3]=1[N:9]1[CH2:15][CH2:14][CH2:13][N:12]([CH2:16][CH2:17][CH2:18][CH2:19][O:20][C:21]2[CH:30]=[C:29]3[C:24]([CH:25]=[CH:26][C:27](=[O:31])[NH:28]3)=[CH:23][CH:22]=2)[CH2:11][CH2:10]1.[Na+].[I-].Cl.[CH2:35]([O:37]C1C=CC=CC=1N1CCCNCC1)[CH3:36].C([O-])([O-])=O.[K+].[K+]>CC#N.O>[CH2:35]([O:37][C:2]1[CH:7]=[CH:6][CH:5]=[CH:4][C:3]=1[N:9]1[CH2:15][CH2:14][CH2:13][N:12]([CH2:16][CH2:17][CH2:18][CH2:19][O:20][C:21]2[CH:30]=[C:29]3[C:24]([CH2:25][CH2:26][C:27](=[O:31])[NH:28]3)=[CH:23][CH:22]=2)[CH2:11][CH2:10]1)[CH3:36] |f:1.2,3.4,5.6.7|. Reported procedure: A mixture of intermediate 4 (150 mg, 0.5 mmol) and NaI (150 mg, 1.0 mmol) in CH3CN was heated to reflux for 30 min and then cooled to rt. Intermediate 31 (129 mg, 0.5 mmol) and anhydrous K2CO3 (276 mg, 2.0 mmol) were then added to the mixture. The resulting mixture was heated to reflux and stirred overnight. The reaction solution was diluted with water and extracted with EtOAc. The combined EtOAc layers were washed with brine, dried over anhydrous Na2SO4, concentrated in vacuo and purified by fl... Starting materials: Cl.F[C@@H]1CNCC1 ((S)-(+)-3-fluoropyrrolidine hydrochloride), O (water), NC1=NC2=CC=C(C=C2C(=N1)C(=O)N1CC2=CC=CC=C2C1)C1=C(C=O)C=CC=C1 (2-[2-amino-4-(1,3-dihydroisoindole-2-carbonyl)quinazolin-6-yl]benzaldehyde), C(C)(=O)O[BH-](OC(C)=O)OC(C)=O.[Na+] (sodium triacetoxyborohydride). The solvent is ClCCCl (1,2-dichloroethane), O1CCCC1 (tetrahydrofuran). Conditions: temperature 40 celsius, time 6 hour. Yields the product NC1=NC2=CC=C(C=C2C(=N1)C(=O)N1CC2=CC=CC=C2C1)C1=C(C=CC=C1)CN1C[C@H](CC1)F ({2-Amino-6-[2-((S)-3-fluoropyrrolidin-1-ylmethyl)phenyl]quinazolin-4-yl}-(1,3-dihydroisoindol-2-yl)methanone). RXN SMILES: [NH2:1][C:2]1[N:11]=[C:10]([C:12]([N:14]2[CH2:22][C:21]3[C:16](=[CH:17][CH:18]=[CH:19][CH:20]=3)[CH2:15]2)=[O:13])[C:9]2[C:4](=[CH:5][CH:6]=[C:7]([C:23]3[CH:30]=[CH:29][CH:28]=[CH:27][C:24]=3[CH:25]=O)[CH:8]=2)[N:3]=1.Cl.[F:32][C@H:33]1[CH2:37][CH2:36][NH:35][CH2:34]1.C(O[BH-](OC(=O)C)OC(=O)C)(=O)C.[Na+].O>ClCCCl.O1CCCC1>[NH2:1][C:2]1[N:11]=[C:10]([C:12]([N:14]2[CH2:15][C:16]3[C:21](=[CH:20][CH:19]=[CH:18][CH:17]=3)[CH2:22]2)=[O:13])[C:9]2[C:4](=[CH:5][CH:6]=[C:7]([C:23]3[CH:30]=[CH:29][CH:28]=[CH:27][C:24]=3[CH2:25][N:35]3[CH2:36][CH2:37][C@H:33]([F:32])[CH2:34]3)[CH:8]=2)[N:3]=1 |f:1.2,3.4|. Procedure details: 200 mg of 2-[2-amino-4-(1,3-dihydroisoindole-2-carbonyl)quinazolin-6-yl]benzaldehyde are dissolved in 3 ml of 1,2-dichloroethane and 3 ml of tetrahydrofuran. 92 mg of (S)-(+)-3-fluoropyrrolidine hydrochloride are added, and the mixture is stirred at 40° C. for 6 h. After cooling to 25° C., 226 mg of sodium triacetoxyborohydride are added and stirred at 25° C. for a further 12 h. The mixture is poured into water, extracted three times with dichloromethane, and the combined organic phases are drie... Reactants: ClC1=CC=C(C=C1)\C=C(\CC(C)(C)C)/COS(=O)(=O)C1=CC=C(C=C1)C (Z-1-(4-chlorophenyl)-2-(4-methylphenylsulfonyloxymethyl)-4,4-dimethylpent-1-ene), O (water), [OH-].[Na+] (sodium hydroxide), N1N=CN=C1 (1,2,4-triazole). Run in CN1C(CCC1)=O (N-methylpyrrolidone), CN1C(CCC1)=O (N-methylpyrrolidone). Reaction conditions: temperature 50 celsius, time 12 hour. Product: ClC1=CC=C(C=C1)\C=C(\CC(C)(C)C)/CN1N=CN=C1 (Z-1-(4-chlorophenyl)-2-(1,2,4-triazol-1-ylmethyl)-4,4-dimethylpent-1-ene). Isolated yield 70.5%. As a reaction SMILES: [OH-].[Na+].[NH:3]1[CH:7]=[N:6][CH:5]=[N:4]1.[Cl:8][C:9]1[CH:14]=[CH:13][C:12](/[CH:15]=[C:16](\[CH2:22]OS(C2C=CC(C)=CC=2)(=O)=O)/[CH2:17][C:18]([CH3:21])([CH3:20])[CH3:19])=[CH:11][CH:10]=1.O>CN1CCCC1=O>[Cl:8][C:9]1[CH:14]=[CH:13][C:12](/[CH:15]=[C:16](\[CH2:22][N:3]2[CH:7]=[N:6][CH:5]=[N:4]2)/[CH2:17][C:18]([CH3:21])([CH3:20])[CH3:19])=[CH:11][CH:10]=1 |f:0.1|. Reported procedure: 9.2 g of sodium hydroxide are added to a solution of 16.8 g of 1,2,4-triazole in 150 ml of N-methylpyrrolidone and the mixture is heated at 50° C. for 30 minutes. After the reaction mixture has been cooled to room temperature, 73.1 g of Z-1-(4-chlorophenyl)-2-(4-methylphenylsulfonyloxymethyl)-4,4-dimethylpent-1-ene, dissolved in 100 ml of N-methylpyrrolidone, are slowly added dropwise to the solution and stirring is carried out for 12 hours at room temperature. Thereafter, 200 ml of water are ad...